Dataset: the Open Reaction Database (ORD), a public repository of structured organic reaction records. Task: describe an organic reaction: reactants, conditions, products, and yield Starting materials: C(C1=CC=CC=C1)OC1=C(C=C(C=C1)C=1C=C(C(=O)OC)C=CN1)C#N (Methyl 2-[4(benzyloxy)-3-cyanophenyl]isonicotinate), CC=1C(=C(C(=C(C1)C)C)C)C (pentamethylbenzene). The solvent is FC(C(=O)O)(F)F (trifluoroacetic acid). Yields the product C(#N)C=1C=C(C=CC1O)C=1C=C(C(=O)OC)C=CN1 (methyl 2-(3-cyano-4-hydroxyphenyl)isonicotinate). RXN SMILES: C([O:8][C:9]1[CH:14]=[CH:13][C:12]([C:15]2[CH:16]=[C:17]([CH:22]=[CH:23][N:24]=2)[C:18]([O:20][CH3:21])=[O:19])=[CH:11][C:10]=1[C:25]#[N:26])C1C=CC=CC=1.CC1C(C)=C(C)C(C)=C(C)C=1>FC(F)(F)C(O)=O>[C:25]([C:10]1[CH:11]=[C:12]([C:15]2[CH:16]=[C:17]([CH:22]=[CH:23][N:24]=2)[C:18]([O:20][CH3:21])=[O:19])[CH:13]=[CH:14][C:9]=1[OH:8])#[N:26]. Procedure details: Methyl 2-[4(benzyloxy)-3-cyanophenyl]isonicotinate and pentamethylbenzene were heated under reflux temperature in trifluoroacetic acid to obtain methyl 2-(3-cyano-4-hydroxyphenyl)isonicotinate. F: 255. Reactants: BrP(Br)Br (tribromophosphine), OC(C)C=1C=C(C=C2C(C=C(OC12)N1C[C@H](OCC1)C)=O)C(=O)N(C)C (8-(1-hydroxyethyl)-N,N-dimethyl-2-((R)-2-methylmorpholino)-4-oxo-4H-chromene-6-carboxamide). Run in ClCCCl (1,2-dichloroethane), C(C)OCC (diethyl ether), ClCCCl (1,2-dichloroethane). Reaction conditions: temperature 50 celsius, time 1 hour. Yields the product Br.BrC(C)C=1C=C(C=C2C(C=C(OC12)N1C[C@H](OCC1)C)=O)C(=O)N(C)C (8-(1-bromoethyl)-N,N-dimethyl-2-((R)-2-methylmorpholino)-4-oxo-4H-chromene-6-carboxamide hydrobromide). Isolated yield 225.2%. RXN SMILES: [Br:1]P(Br)Br.O[CH:6]([C:8]1[CH:9]=[C:10]([C:26]([N:28]([CH3:30])[CH3:29])=[O:27])[CH:11]=[C:12]2[C:17]=1[O:16][C:15]([N:18]1[CH2:23][CH2:22][O:21][C@H:20]([CH3:24])[CH2:19]1)=[CH:14][C:13]2=[O:25])[CH3:7]>ClCCCl.C(OCC)C>[BrH:1].[Br:1][CH:6]([C:8]1[CH:9]=[C:10]([C:26]([N:28]([CH3:30])[CH3:29])=[O:27])[CH:11]=[C:12]2[C:17]=1[O:16][C:15]([N:18]1[CH2:23][CH2:22][O:21][C@H:20]([CH3:24])[CH2:19]1)=[CH:14][C:13]2=[O:25])[CH3:7] |f:4.5|. Procedure details: A solution of tribromophosphine (0.215 mL, 2.29 mmol) in 1,2-dichloroethane (1 mL) at 10° C. was added dropwise to 8-(1-hydroxyethyl)-N,N-dimethyl-2-((R)-2-methylmorpholino)-4-oxo-4H-chromene-6-carboxamide (750 mg, 2.08 mmol) suspended in 1,2-dichloroethane (9 mL) under nitrogen. The resulting suspension was stirred at 50° C. for 1 hour. The reaction mixture was allowed to cool to RT under stirring and diluted with diethyl ether (40 mL). The precipitate was collected by filtration, washed with d... Reactants: C(C)O[Si](OCC)(OCC)C12C=CC(CC1)C2 (Triethoxysilyl Norbomene), Pd1206, C1(=CC=CC=C1)C (toluene), C1(=CC=CC=C1)C (toluene), C(C)O[Si](OCC)(OCC)C12C=CC(CC1)C2 (TESNB), C(C)[SiH](CC)CC (triethyl silane), C(C)O (ethanol), ( 85/15 ). Solvent: C1CCOC1 (THF), ClCCl (dichloromethane). Conditions: temperature 80 celsius. Yields the product C(CCC)C12C=CC(CC1)C2.C(C)O[Si](OCC)(OCC)C12C=CC(CC1)C2 (Butyl Norbornene Triethoxysilyl Norbornene). As a reaction SMILES: [CH2:1]([O:3][Si:4]([C:11]12[CH2:17][CH:14]([CH2:15][CH2:16]1)[CH:13]=[CH:12]2)([O:8][CH2:9][CH3:10])[O:5][CH2:6][CH3:7])[CH3:2].C([SiH](CC)CC)C.C(O)C.[C:28]1(C)[CH:33]=CC=[CH:30][CH:29]=1>ClCCl.C1COCC1>[CH2:33]([C:11]12[CH2:17][CH:14]([CH2:15][CH2:16]1)[CH:13]=[CH:12]2)[CH2:28][CH2:29][CH3:30].[CH2:6]([O:5][Si:4]([C:11]12[CH2:17][CH:14]([CH2:15][CH2:16]1)[CH:13]=[CH:12]2)([O:8][CH2:9][CH3:10])[O:3][CH2:1][CH3:2])[CH3:7] |f:6.7|. Procedure: BuNB (25.22 g, 0.168 mol), Triethoxysilyl Norbomene (TESNB, CAS 18401-43-9) (4.78 g, 0.019 mol), triethyl silane (0.11 g, 9.32E-05 mol), ethanol (0.10 g, 2.24E-03 mol) and toluene (170.0 g) were combined in a 500 mL serum bottle and heated to 80° C. in an oil bath to form a solution. To this solution were injected Pd1206 (0.018 g, 1.49E-05 mol) in the form of a concentrated solution in dichloromethane. After addition, the resulting mixture was maintained at 80° C. for 9 hours. The copolymer was ... Starting materials: N1(CCOCC1)C=1C=CC=2C3=C(C(NC2C1)=O)CCC3 (7-(4-morpholinyl)-1,2,3,5-tetrahydrocyclopenta[c]quinolin-4-one), [Mg] (magnesium), product. The product is N1(CCOCC1)C=1C=CC=2C3C(C(NC2C1)=O)CCC3 (7-(4-Morpholinyl)-1,2,3,3a,5,9b-hexahydrocyclopenta[c]quinolin-4-one). RXN SMILES: [N:1]1([C:7]2[CH:8]=[CH:9][C:10]3[C:11]4[CH2:20][CH2:19][CH2:18][C:12]=4[C:13](=[O:17])[NH:14][C:15]=3[CH:16]=2)[CH2:6][CH2:5][O:4][CH2:3][CH2:2]1.[Mg]>>[N:1]1([C:7]2[CH:8]=[CH:9][C:10]3[CH:11]4[CH2:20][CH2:19][CH2:18][CH:12]4[C:13](=[O:17])[NH:14][C:15]=3[CH:16]=2)[CH2:6][CH2:5][O:4][CH2:3][CH2:2]1. Procedure details: Analogously to Example 7, 7-(4-morpholinyl)-1,2,3,5-tetrahydrocyclopenta[c]quinolin-4-one (1.17 g, 4.3 mmol) is converted with magnesium (2.16 g, 86.6 mmol) into 660 mg (56%) of product.